From a dataset of the Open Reaction Database (ORD), a public repository of structured organic reaction records. describe an organic reaction: reactants, conditions, products, and yield Procedure: A mixture of 2-(4-bromo-2-methoxyphenyl)-2-methylpropan-1-ol (crude product from Step 4, containing 40% of the desired material, 75 mg, 0.12 mmol), methyl 6-chloro-5-(5,5-dimethyl-1,3,2-dioxaborinan-2-yl)-1H-indole-3-carboxylate (45 mg, 0.14 mmol), PdCl2(dppf) (11 mg, 0.013 mmol), potassium carbonate (80 mg, 0.58 mmol), toluene (0.6 mL), ethanol (0.3 mL), water (0.3 mL), and THF (0.3 mL) was stirred at 115° C. for 2.5 hours. The reaction mixture was cooled to room temperature and extracted with ... The reagents and catalysts are C1=CC=C(C=C1)P([C-]2C=CC=C2)C3=CC=CC=C3.C1=CC=C(C=C1)P([C-]2C=CC=C2)C3=CC=CC=C3.Cl[Pd]Cl.[Fe+2] (PdCl2(dppf)). The reactants are BrC1=CC(=C(C=C1)C(CO)(C)C)OC (2-(4-bromo-2-methoxyphenyl)-2-methylpropan-1-ol), BrC1=CC(=C(C=C1)C(CO)(C)C)OC (2-(4-Bromo-2-methoxyphenyl)-2-methylpropan-1-ol), desired material, ClC1=C(C=C2C(=CNC2=C1)C(=O)OC)B1OCC(CO1)(C)C (methyl 6-chloro-5-(5,5-dimethyl-1,3,2-dioxaborinan-2-yl)-1H-indole-3-carboxylate), C([O-])([O-])=O.[K+].[K+] (potassium carbonate), C1(=CC=CC=C1)C (toluene). As a reaction SMILES: Br[C:2]1[CH:7]=[CH:6][C:5]([C:8]([CH3:12])([CH3:11])[CH2:9][OH:10])=[C:4]([O:13][CH3:14])[CH:3]=1.[Cl:15][C:16]1[CH:24]=[C:23]2[C:19]([C:20]([C:25]([O:27][CH3:28])=[O:26])=[CH:21][NH:22]2)=[CH:18][C:17]=1B1OCC(C)(C)CO1.C(=O)([O-])[O-].[K+].[K+].C1(C)C=CC=CC=1>C1C=CC(P(C2C=CC=CC=2)[C-]2C=CC=C2)=CC=1.C1C=CC(P(C2C=CC=CC=2)[C-]2C=CC=C2)=CC=1.Cl[Pd]Cl.[Fe+2].C1COCC1.O.C(O)C>[Cl:15][C:16]1[CH:24]=[C:23]2[C:19]([C:20]([C:25]([O:27][CH3:28])=[O:26])=[CH:21][NH:22]2)=[CH:18][C:17]=1[C:2]1[CH:7]=[CH:6][C:5]([C:8]([CH3:12])([CH3:11])[CH2:9][OH:10])=[C:4]([O:13][CH3:14])[CH:3]=1 |f:2.3.4,6.7.8.9|. Run in C1CCOC1 (THF), O (water), C(C)O (ethanol). Isolated yield 56.0%. Run at temperature 115 celsius, time 2.5 hour. The product is ClC1=C(C=C2C(=CNC2=C1)C(=O)OC)C1=CC(=C(C=C1)C(CO)(C)C)OC (Methyl 6-chloro-5-(4-(1-hydroxy-2-methylpropan-2-yl)-3-methoxyphenyl)-1H-indole-3-carboxylate). Solvent: ClCCCl (1,2-dichloroethane). Reactants: ClC=1C=C(C=C(C1)C1=CC(=CC=C1)C=O)CNC(=O)C1=CC(=CC=C1)C(=O)NCC=1C(=C2C(=NC1CC)N(N=C2)CC)NC2CCOCC2 (N-[(5-Chloro-3′-formyl-3-biphenylyl)methyl]-N′-{[1,6-diethyl-4-(tetrahydro-2H-pyran-4-ylamino)-1H-pyrazolo[3,4-b]pyridin-5-yl]methyl}-1,3-benzenedicarboxamide), N1(CCNCC1)C(=O)OC(C)(C)C (1,1-dimethylethyl 1-piperazinecarboxylate), C(C)(=O)O (acetic acid), C(C)(=O)O[BH-](OC(C)=O)OC(C)=O (Triacetoxyborohydride), FC(C(=O)O)(F)F (Trifluoroacetic acid). Yields the product ClC=1C=C(C=C(C1)C1=CC(=CC=C1)CN1CCNCC1)CNC(=O)C1=CC(=CC=C1)C(=O)NCC=1C(=C2C(=NC1CC)N(N=C2)CC)NC2CCOCC2 (N-{[5-Chloro-3′-(1-piperazinylmethyl)-3-biphenylyl]methyl}-N′-{[1,6-diethyl-4-(tetrahydro-2H-pyran-4-ylamino)-1H-pyrazolo[3,4-b]pyridin-5-yl]methyl}-1,3-benzenedicarboxamide), C(=O)(C(F)(F)F)O (TFA). Reaction conditions: time 30 minute. As a reaction SMILES: [Cl:1][C:2]1[CH:3]=[C:4]([CH2:16][NH:17][C:18]([C:20]2[CH:25]=[CH:24][CH:23]=[C:22]([C:26]([NH:28][CH2:29][C:30]3[C:31]([NH:43][CH:44]4[CH2:49][CH2:48][O:47][CH2:46][CH2:45]4)=[C:32]4[CH:40]=[N:39][N:38]([CH2:41][CH3:42])[C:33]4=[N:34][C:35]=3[CH2:36][CH3:37])=[O:27])[CH:21]=2)=[O:19])[CH:5]=[C:6]([C:8]2[CH:13]=[CH:12][CH:11]=[C:10]([CH:14]=O)[CH:9]=2)[CH:7]=1.[N:50]1(C(OC(C)(C)C)=O)[CH2:55][CH2:54][NH:53][CH2:52][CH2:51]1.C(O)(=O)C.C(O[BH-](OC(=O)C)OC(=O)C)(=O)C.[F:80][C:81]([F:86])([F:85])[C:82]([OH:84])=[O:83]>ClCCCl>[Cl:1][C:2]1[CH:3]=[C:4]([CH2:16][NH:17][C:18]([C:20]2[CH:25]=[CH:24][CH:23]=[C:22]([C:26]([NH:28][CH2:29][C:30]3[C:31]([NH:43][CH:44]4[CH2:49][CH2:48][O:47][CH2:46][CH2:45]4)=[C:32]4[CH:40]=[N:39][N:38]([CH2:41][CH3:42])[C:33]4=[N:34][C:35]=3[CH2:36][CH3:37])=[O:27])[CH:21]=2)=[O:19])[CH:5]=[C:6]([C:8]2[CH:13]=[CH:12][CH:11]=[C:10]([CH2:14][N:50]3[CH2:55][CH2:54][NH:53][CH2:52][CH2:51]3)[CH:9]=2)[CH:7]=1.[C:82]([OH:84])([C:81]([F:86])([F:85])[F:80])=[O:83]. Reported procedure: N-[(5-Chloro-3′-formyl-3-biphenylyl)methyl]-N′-{[1,6-diethyl-4-(tetrahydro-2H-pyran-4-ylamino)-1H-pyrazolo[3,4-b]pyridin-5-yl]methyl}-1,3-benzenedicarboxamide (40 mg, 0.059 mmol) and 1,1-dimethylethyl 1-piperazinecarboxylate (21.94 mg, 0.118 mmol) were dissolved in 1,2-dichloroethane (DCE) (1 mL) in a 1 dram vial and a acetic acid (3.71 μL, 0.065 mmol) was added. The mixture was stirred for 30 min and then the MP-Triacetoxyborohydride (126 mg, 0.294 mmol) was added. The mixture was stirred overn... Starting materials: compound, C(C)OC(C)=O.C(C)OC1=C(C=C(C=N1)S(=O)(=O)N1CCN(CC1)CC)C=1NC(C=2C(N1)=C(N(N2)CCOC)CC)=O (1-{6-ethoxy-5-[3-ethyl-6,7-dihydro-2-(2-methoxyethyl)-7-oxo-2H-pyrazolo[4,3-d]pyrimidin-5-yl]-3-pyridylsulfonyl}-4-ethylpiperazine ethyl acetate), O (water). The solvent is C(C)O (ethyl alcohol). Reaction conditions: time 30 minute. Yields the product C(C)OC1=C(C=C(C=N1)S(=O)(=O)N1CCN(CC1)CC)C=1NC(C=2C(N1)=C(N(N2)CCOC)CC)=O (1-{6-ethoxy-5-[3-ethyl-6,7-dihydro-2-(2-methoxyethyl)-7-oxo-2H-pyrazolo[4,3-d]pyrimidin-5-yl]-3-pyridylsulfonyl}-4-ethylpiperazine). As a reaction SMILES: C(OC(=O)C)C.[CH2:7]([O:9][C:10]1[N:15]=[CH:14][C:13]([S:16]([N:19]2[CH2:24][CH2:23][N:22]([CH2:25][CH3:26])[CH2:21][CH2:20]2)(=[O:18])=[O:17])=[CH:12][C:11]=1[C:27]1[NH:28][C:29](=[O:42])[C:30]2[C:31](=[C:33]([CH2:40][CH3:41])[N:34]([CH2:36][CH2:37][O:38][CH3:39])[N:35]=2)[N:32]=1)[CH3:8].O>C(O)C>[CH2:7]([O:9][C:10]1[N:15]=[CH:14][C:13]([S:16]([N:19]2[CH2:24][CH2:23][N:22]([CH2:25][CH3:26])[CH2:21][CH2:20]2)(=[O:17])=[O:18])=[CH:12][C:11]=1[C:27]1[NH:28][C:29](=[O:42])[C:30]2[C:31](=[C:33]([CH2:40][CH3:41])[N:34]([CH2:36][CH2:37][O:38][CH3:39])[N:35]=2)[N:32]=1)[CH3:8] |f:0.1|. Procedure: 10 g (0.019 mol) of the compound of Example 8 and Example 102, 1-{6-ethoxy-5-[3-ethyl-6,7-dihydro-2-(2-methoxyethyl)-7-oxo-2H-pyrazolo[4,3-d]pyrimidin-5-yl]-3-pyridylsulfonyl}-4-ethylpiperazine ethyl acetate solvate, was charged followed by 12 ml/g (120 mls) of 16% water in ethyl alcohol. The slurry was heated to reflux to yield a solution and 6 ml/g (60 mls) distilled off at atmospheric pressure. The solution was then cooled to room temperature with crystallisation occurring at 40° C. The slurr... The reactants are C(C)OCC (diethyl ether), OC1CC2(C1)CCN(CC2)C(=O)OCC2=CC=CC=C2 (benzyl 2-hydroxy-7-aza-spiro-[3.5]nonane-7-carboxylate), solution, Br (hydrobromic acid). Solvent: C(C)(=O)O (acetic acid). Run at temperature 0 celsius, time 1 hour. Product: Br.C(C)(=O)OC1CC2(C1)CCNCC2 (7-Aza-spiro[3.5]non-2-yl acetate, hydrobromide). As a reaction SMILES: [OH:1][CH:2]1[CH2:5][C:4]2([CH2:10][CH2:9][N:8](C(OCC3C=CC=CC=3)=O)[CH2:7][CH2:6]2)[CH2:3]1.[BrH:21].[CH2:22]([O:24]CC)[CH3:23]>C(O)(=O)C>[BrH:21].[C:22]([O:1][CH:2]1[CH2:3][C:4]2([CH2:6][CH2:7][NH:8][CH2:9][CH2:10]2)[CH2:5]1)(=[O:24])[CH3:23] |f:4.5|. Procedure: 0.800 g (2.91 mmoles) of benzyl 2-hydroxy-7-aza-spiro-[3.5]nonane-7-carboxylate (WO 9222550) is slowly added to 5 ml of a 5.7N solution of hydrobromic acid in acetic acid cooled to 0° C. After stirring for 1 hr at 0° C., 50 ml of diethyl ether are added and the medium is stirred for 1 hr. The precipitate formed is filtered on a fritted filter and copiously rinsed with diethyl ether. After drying overnight under vacuum at 80° C., 0.380 g of the expected product are obtained in the form of a white... Reactants: BrCCBr, C[SiH](C)Cl, COc1ccc(Br)cc1, Cl, [Mg], C1CCOC1. Product: COc1ccc([SiH](C)C)cc1. As a reaction SMILES: [Br:2][CH2:3][CH2:4][Br:5].[CH3:15][SiH:16]([Cl:17])[CH3:18].[CH3:6][O:7][c:8]1[cH:9][cH:10][c:11]([Br:14])[cH:12][cH:13]1.[ClH:19].[Mg:1].[O:20]1[CH2:21][CH2:22][CH2:23][CH2:24]1>>[CH3:6][O:7][c:8]1[cH:9][cH:10][c:11]([SiH:16]([CH3:15])[CH3:18])[cH:12][cH:13]1. Starting materials: BrC=1C=C(C=C2C=CNC12)F (7-Bromo-5-fluoro-1H-indole), C(C=C)(=O)OC (methyl acrylate), C1(=C(C=CC=C1)P(C1=C(C=CC=C1)C)C1=C(C=CC=C1)C)C (tri-o-tolylphosphine). Reagents/catalysts: C(C)(=O)[O-].[Pd+2].C(C)(=O)[O-] (palladium(II) acetate). Run in C(C)N(CC)CC (triethylamine), C(Cl)Cl (CH2Cl2). Reaction conditions: temperature 100 celsius, time 4 hour. Product: COC(\C=C\C=1C=C(C=C2C=CNC12)F)=O ((E)-3-(5-Fluoro-1H-indol-7-yl)-acrylic acid methyl ester). RXN SMILES: Br[C:2]1[CH:3]=[C:4]([F:11])[CH:5]=[C:6]2[C:10]=1[NH:9][CH:8]=[CH:7]2.[C:12]([O:16][CH3:17])(=[O:15])[CH:13]=[CH2:14].C1(C)C=CC=CC=1P(C1C=CC=CC=1C)C1C=CC=CC=1C>C(N(CC)CC)C.C(Cl)Cl.C([O-])(=O)C.[Pd+2].C([O-])(=O)C>[CH3:17][O:16][C:12](=[O:15])/[CH:13]=[CH:14]/[C:2]1[CH:3]=[C:4]([F:11])[CH:5]=[C:6]2[C:10]=1[NH:9][CH:8]=[CH:7]2 |f:5.6.7|. Procedure: To a mixture of 7-Bromo-5-fluoro-1H-indole [which was prepared according to the known method (Dobbs, A., J. Org. Chem., 66, 638-641 (2001)], (400 mg, 1.87 mmol) and methyl acrylate (241 mg, 2.8 mmol) in triethylamine (1.5 ml), palladium(II) acetate (43 mg, 0.19 mmol) and tri-o-tolylphosphine (170 mg, 0.56 mmol) was added under argon at rt The reaction mixture was stirred at 100° C. for 4 hrs in a sealed pressure tube and then cooled to rt The reaction mixture was diluted with CH2Cl2 (50 ml), was...